From a dataset of the Open Reaction Database (ORD), a public repository of structured organic reaction records. describe an organic reaction: reactants, conditions, products, and yield Starting materials: CC=1C(OC[C@@H](N1)C1=CC=CC=C1)=O ((5S)-3-methyl-5-phenyl-5,6-dihydro-2H-1,4-oxazin-2-one), BrCCC(CC)CC (1-bromo-3-ethylpentane). Yields the product C(C)C(CC[C@@]1(N[C@H](COC1=O)C1=CC=CC=C1)C)CC ((3S,5S)-3-(3-Ethylpentyl)-3-methyl-5-phenylmorpholin-2-one). As a reaction SMILES: [CH3:1][C:2]1[C:3](=[O:14])[O:4][CH2:5][C@H:6]([C:8]2[CH:13]=[CH:12][CH:11]=[CH:10][CH:9]=2)[N:7]=1.Br[CH2:16][CH2:17][CH:18]([CH2:21][CH3:22])[CH2:19][CH3:20]>>[CH2:19]([CH:18]([CH2:21][CH3:22])[CH2:17][CH2:16][C@@:2]1([CH3:1])[C:3](=[O:14])[O:4][CH2:5][C@H:6]([C:8]2[CH:13]=[CH:12][CH:11]=[CH:10][CH:9]=2)[NH:7]1)[CH3:20]. Procedure details: The title compound was prepared from (5S)-3-methyl-5-phenyl-5,6-dihydro-2H-1,4-oxazin-2-one (0.454 g, 2.39 mmol, see WO-A-02/051983) and 1-bromo-3-ethylpentane (see Bull. Soc. Chim. Fr., 1975, 201-205) according to the procedure outlined in Preparation 1. The total amount of compound synthesised was 0.07 g. As a reaction SMILES: [Br:1][C:2]1[CH:7]=[CH:6][C:5]([N:8]2[CH2:13][CH2:12][N:11]([CH2:14][C:15]3[CH:20]=[CH:19][C:18]([NH2:21])=[CH:17][CH:16]=3)[CH2:10][CH2:9]2)=[CH:4][CH:3]=1.Cl[C:23]1[C:32]2[C:27](=[CH:28][C:29]([C:33]([F:36])([F:35])[F:34])=[CH:30][CH:31]=2)[N:26]=[CH:25][CH:24]=1>>[Br:1][C:2]1[CH:3]=[CH:4][C:5]([N:8]2[CH2:9][CH2:10][N:11]([CH2:14][C:15]3[CH:20]=[CH:19][C:18]([NH:21][C:23]4[C:32]5[C:27](=[CH:28][C:29]([C:33]([F:36])([F:34])[F:35])=[CH:30][CH:31]=5)[N:26]=[CH:25][CH:24]=4)=[CH:17][CH:16]=3)[CH2:12][CH2:13]2)=[CH:6][CH:7]=1. The product is BrC1=CC=C(C=C1)N1CCN(CC1)CC1=CC=C(C=C1)NC1=CC=NC2=CC(=CC=C12)C(F)(F)F (4-[[4-[[4-(4-bromophenyl)-1-piperazinyl]methyl]phenyl]amino]-7-(trifluoromethyl)quinoline). Reactants: BrC1=CC=C(C=C1)N1CCN(CC1)CC1=CC=C(C=C1)N (1-(4-bromophenyl)-4-[(4-aminophenyl)methyl]piperazine), ClC1=CC=NC2=CC(=CC=C12)C(F)(F)F (4-chloro-7-(trifluoromethyl)quinoline). Procedure: In the manner given in Example 1C, 1-(4-bromophenyl)-4-[(4-aminophenyl)methyl]piperazine and 4-chloro-7-(trifluoromethyl)quinoline are reacted together at reflux to give 4-[[4-[[4-(4-bromophenyl)-1-piperazinyl]methyl]phenyl]amino]-7-(trifluoromethyl)quinoline. The reactants are FC1=C(C(=O)O)C=C(C=C1)S(=O)(=O)C (2-fluoro-5-methanesulfonyl-benzoic acid), FC(C(C)(O)C)(F)F (1,1,1-trifluoro-2-methyl-propan-2-ol), C([O-])([O-])=O.[Cs+].[Cs+] (cesium carbonate), C(=O)O (formic acid). Run in CN(C(C)=O)C (N,N-dimethylacetamide). Reaction conditions: temperature 170 celsius, time 72 hour. Product: CS(=O)(=O)C=1C=CC(=C(C(=O)O)C1)OC(C(F)(F)F)(C)C (5-Methanesulfonyl-2-(2,2,2-trifluoro-1,1-dimethyl-ethoxy)-benzoic acid). The yield is 99.0%. RXN SMILES: F[C:2]1[CH:10]=[CH:9][C:8]([S:11]([CH3:14])(=[O:13])=[O:12])=[CH:7][C:3]=1[C:4]([OH:6])=[O:5].[F:15][C:16]([F:22])([F:21])[C:17]([CH3:20])([OH:19])[CH3:18].C(=O)([O-])[O-].[Cs+].[Cs+].C(O)=O>CN(C)C(=O)C>[CH3:14][S:11]([C:8]1[CH:9]=[CH:10][C:2]([O:19][C:17]([CH3:20])([CH3:18])[C:16]([F:22])([F:21])[F:15])=[C:3]([CH:7]=1)[C:4]([OH:6])=[O:5])(=[O:13])=[O:12] |f:2.3.4|. Reported procedure: To a solution of 2.75 mmol 2-fluoro-5-methanesulfonyl-benzoic acid in 10 ml N,N-dimethylacetamide were added 14.7 mmol 1,1,1-trifluoro-2-methyl-propan-2-ol and 8.29 mmol cesium carbonate and the mixture was stirred at 170° C. for 72 hours. The reaction mixture was then cooled to room temperature, acidified by addition of formic acid, and then concentrated in vacuo. The residue was purified by preparative HPLC to afford the title compound as a light brown solid (yield 99%). MS (m/e): 325.3. ([M−H... Reactants: CN(C)Cc1cc(C(C)(C)C)c(O)c(C(C)(C)C)c1, CCCCC(C(=O)OC1CC(C)(CC)NC(C)(CC)C1C)C(=O)OC1CC(C)(CC)NC(C)(CC)C1C, CC(=O)O, Cc1ccccc1, [Li], [NH2-]. The product is CCCCC(Cc1cc(C(C)(C)C)c(O)c(C(C)(C)C)c1)(C(=O)OC1CC(C)(CC)NC(C)(CC)C1C)C(=O)OC1CC(C)(CC)NC(C)(CC)C1C. As a reaction SMILES: [C:38]([CH3:39])([CH3:40])([CH3:41])[c:42]1[cH:43][c:44]([CH2:45][N:46]([CH3:47])[CH3:48])[cH:49][c:50]([C:53]([CH3:54])([CH3:55])[CH3:56])[c:51]1[OH:52].[CH3:1][C:2]1([CH2:36][CH3:37])[NH:3][C:4]([CH2:33][CH3:34])([CH3:35])[CH2:5][CH:6]([O:9][C:10]([CH:11]([C:12](=[O:13])[O:14][CH:15]2[CH:16]([CH3:27])[C:17]([CH2:24][CH3:25])([CH3:26])[NH:18][C:19]([CH2:21][CH3:22])([CH3:23])[CH2:20]2)[CH2:28][CH2:29][CH2:30][CH3:31])=[O:32])[CH:7]1[CH3:8].[CH3:59][C:60](=[O:61])[OH:62].[CH3:63][c:64]1[cH:65][cH:66][cH:67][cH:68][cH:69]1.[Li:57].[NH2-:58]>>[CH3:1][C:2]1([CH2:36][CH3:37])[NH:3][C:4]([CH2:33][CH3:34])([CH3:35])[CH2:5][CH:6]([O:9][C:10]([C:11]([C:12](=[O:13])[O:14][CH:15]2[CH:16]([CH3:27])[C:17]([CH2:24][CH3:25])([CH3:26])[NH:18][C:19]([CH2:21][CH3:22])([CH3:23])[CH2:20]2)([CH2:28][CH2:29][CH2:30][CH3:31])[CH2:45][c:44]2[cH:43][c:42]([C:38]([CH3:39])([CH3:40])[CH3:41])[c:51]([OH:52])[c:50]([C:53]([CH3:54])([CH3:55])[CH3:56])[cH:49]2)=[O:32])[CH:7]1[CH3:8]. The reactants are C(C)(=O)OCC=1C=C(C(=O)OC)C=CC1[N+](=O)[O-] (methyl 3-acetoxymethyl-4-nitrobenzoate). Solvent: CO (methanol). Yields the product OCC=1C=C(C(=O)OC)C=CC1[N+](=O)[O-] (methyl 3-hydroxymethyl-4-nitrobenzoate). As a reaction SMILES: C([O:4][CH2:5][C:6]1[CH:7]=[C:8]([CH:13]=[CH:14][C:15]=1[N+:16]([O-:18])=[O:17])[C:9]([O:11][CH3:12])=[O:10])(=O)C>CO>[OH:4][CH2:5][C:6]1[CH:7]=[C:8]([CH:13]=[CH:14][C:15]=1[N+:16]([O-:18])=[O:17])[C:9]([O:11][CH3:12])=[O:10]. Procedure: In a 5-liter three-necked round-bottomed flask equipped with a reflux condenser, overhead stirrer and nitrogen inlet, was placed 318 g of the previously prepared methyl 3-acetoxymethyl-4-nitrobenzoate and 3.21 of anhydrous methanol. To the resulting solution was bubbled in 40 g of hydrogen chloride and the resulting mixture was refluxed for 3 hours. After cooling to room temperature the solvent was removed using rotary evaporator yielding 273 g of methyl 3-hydroxymethyl-4-nitrobenzoate as a yell...